Dataset: the Open Reaction Database (ORD), a public repository of structured organic reaction records. Task: describe an organic reaction: reactants, conditions, products, and yield Reactants: ClC(=O)O[C@H]1[C@@H](CC[C@H](C1)C)C(C)C ((1R,2S,5R)-5-methyl-2-(propan-2-yl)cyclohexyl chloroformate), C([O-])(O)=O.[Na+] (sodium bicarbonate), NC1C(CCC1)(C)NC(OC(C)(C)C)=O (tert-butyl N-(2-amino-1-methylcyclopentyl)carbamate), NC1C(CCC1)(C)NC(OC(C)(C)C)=O (tert-butyl N-(2-amino-1-methylcyclopentyl)carbamate), CCN(C(C)C)C(C)C (DIPEA). The solvent is C(Cl)Cl (DCM), C(Cl)Cl (DCM). Reaction conditions: time 8 hour. Product: C(C)(C)(C)OC(=O)NC1(C(CCC1)NC(O[C@H]1[C@@H](CC[C@H](C1)C)C(C)C)=O)C ((1R,2S,5R)-5-Methyl-2-(propan-2-yl)cyclohexyl N-(2-{[(tert-butoxy)carbonyl]amino}-2-methylcyclopentyl)carbamate). As a reaction SMILES: [NH2:1][CH:2]1[CH2:6][CH2:5][CH2:4][C:3]1([NH:8][C:9](=[O:15])[O:10][C:11]([CH3:14])([CH3:13])[CH3:12])[CH3:7].CCN(C(C)C)C(C)C.Cl[C:26]([O:28][C@@H:29]1[CH2:34][C@H:33]([CH3:35])[CH2:32][CH2:31][C@H:30]1[CH:36]([CH3:38])[CH3:37])=[O:27].C(=O)(O)[O-].[Na+]>C(Cl)Cl>[C:11]([O:10][C:9]([NH:8][C:3]1([CH3:7])[CH2:4][CH2:5][CH2:6][CH:2]1[NH:1][C:26](=[O:27])[O:28][C@@H:29]1[CH2:34][C@H:33]([CH3:35])[CH2:32][CH2:31][C@H:30]1[CH:36]([CH3:38])[CH3:37])=[O:15])([CH3:14])([CH3:13])[CH3:12] |f:3.4|. Reported procedure: To a solution of tert-butyl N-(2-amino-1-methylcyclopentyl)carbamate (Intermediate 24; 5.49 ml, 26.1 mmol) in DCM (87 ml) at 0° C. was added DIPEA (4.56 ml, 26.1 mmol) followed by (1R,2S,5R)-5-methyl-2-(propan-2-yl)cyclohexyl chloroformate (CAS number 14602-86-9; 17.15 g, 78 mmol) drop wise. The reaction mixture was allowed to warm to room temperature and stirred overnight. The reaction was diluted with DCM (150 ml) and a saturated solution of sodium bicarbonate solution (200 ml). The aqueous la...